This data is from the Open Reaction Database (ORD), a public repository of structured organic reaction records. The task is: describe an organic reaction: reactants, conditions, products, and yield Procedure details: 2 g (5.6 mmol) of cis-4-hydroxy-1-[(5-methoxybenzocyclobuten-1-yl)methyl]-piperidine-3-carboxylic acid ethyl ester hydrochloride and 20 ml of acetic anhydride are heated under reflux in 100 ml of toluene for 18 hours. 200 ml of ice-water are then added to the cooled reaction mixture and the whole is stirred for 30 minutes. The reaction mixture is rendered alkaline to pH 10 with 2N sodium hydroxide solution and the toluene phase is then separated off. The aqueous phase is extracted twice with dic... The product is Cl.C(C)OC(=O)[C@@H]1CN(CC[C@@H]1OC(C)=O)CC1=CC2=C1C=C(C=C2)OC (Cis-4-acetoxy-1-[(5-methoxybenzocyclobuten-1-yl)methyl]-piperidine-3-carboxylic acid ethyl ester hydrochloride). As a reaction SMILES: [ClH:1].[CH2:2]([O:4][C:5]([C@H:7]1[C@@H:12]([OH:13])[CH2:11][CH2:10][N:9]([CH2:14][C:15]2[C:18]3[CH:19]=[C:20]([O:23][CH3:24])[CH:21]=[CH:22][C:17]=3[CH:16]=2)[CH2:8]1)=[O:6])[CH3:3].[C:25](OC(=O)C)(=[O:27])[CH3:26].[OH-].[Na+]>C1(C)C=CC=CC=1>[ClH:1].[CH2:2]([O:4][C:5]([C@H:7]1[C@@H:12]([O:13][C:25](=[O:27])[CH3:26])[CH2:11][CH2:10][N:9]([CH2:14][C:15]2[C:18]3[CH:19]=[C:20]([O:23][CH3:24])[CH:21]=[CH:22][C:17]=3[CH:16]=2)[CH2:8]1)=[O:6])[CH3:3] |f:0.1,3.4,6.7|. Reactants: [OH-].[Na+] (sodium hydroxide), Cl.C(C)OC(=O)[C@@H]1CN(CC[C@@H]1O)CC1=CC2=C1C=C(C=C2)OC (cis-4-hydroxy-1-[(5-methoxybenzocyclobuten-1-yl)methyl]-piperidine-3-carboxylic acid ethyl ester hydrochloride), C(C)(=O)OC(C)=O (acetic anhydride), ice water. Solvent: C1(=CC=CC=C1)C (toluene). Reaction conditions: time 30 minute.